From a dataset of the Open Reaction Database (ORD), a public repository of structured organic reaction records. describe an organic reaction: reactants, conditions, products, and yield The reactants are [BH4-], CCOC(=O)CC1CN=C(c2cc3c(C)ccc(N(C)S(=O)(=O)c4cccs4)c3[nH]2)S1, CO, [Li+], C1CCOC1, O=C(O)CC(O)(CC(=O)O)C(=O)O. The product is Cc1ccc(N(C)S(=O)(=O)c2cccs2)c2[nH]c(C3=NCC(CCO)S3)cc12. As a reaction SMILES: [BH4-:32].[CH3:1][c:2]1[c:3]2[cH:4][c:5]([C:21]3=[N:25][CH2:24][CH:23]([CH2:26][C:27](=[O:28])[O:29][CH2:30][CH3:31])[S:22]3)[nH:6][c:7]2[c:8]([N:11]([S:12](=[O:13])(=[O:14])[c:15]2[s:16][cH:17][cH:18][cH:19]2)[CH3:20])[cH:9][cH:10]1.[CH3:52][OH:53].[Li+:33].[O:34]1[CH2:35][CH2:36][CH2:37][CH2:38]1.[OH:39][C:40]([CH2:41][C:42]([C:43](=[O:44])[OH:45])([CH2:46][C:47](=[O:48])[OH:49])[OH:50])=[O:51]>>[CH3:1][c:2]1[c:3]2[cH:4][c:5]([C:21]3=[N:25][CH2:24][CH:23]([CH2:26][CH2:27][OH:28])[S:22]3)[nH:6][c:7]2[c:8]([N:11]([S:12](=[O:13])(=[O:14])[c:15]2[s:16][cH:17][cH:18][cH:19]2)[CH3:20])[cH:9][cH:10]1. The reactants are Example 20, N1=CC=C(C=C1)C1=CC=C(C2=CC=CC=C12)CC(=O)O (4-(pyridin-4-yl)naphth-1-ylacetic acid), BrC1=C(C=C(N)C=C1)N1CCN(CC1)C (4-bromo-3-(4-methylpiperazin-1-yl)aniline), BrC1=C(C=C(N)C=C1)N1CCN(CC1)C (4-bromo-3-(4-methylpiperazin-1-yl)aniline). The product is BrC1=C(C=C(C=C1)NC(CC1=CC=C(C2=CC=CC=C12)C1=CC=NC=C1)=O)N1CCN(CC1)C (N-[4-Bromo-3-(4-methylpiperazin-1-yl)phenyl]-4-(pyridin-4-yl)naphth-1-ylacetamide). RXN SMILES: [N:1]1[CH:6]=[CH:5][C:4]([C:7]2[C:16]3[C:11](=[CH:12][CH:13]=[CH:14][CH:15]=3)[C:10]([CH2:17][C:18](O)=[O:19])=[CH:9][CH:8]=2)=[CH:3][CH:2]=1.[Br:21][C:22]1[CH:28]=[CH:27][C:25]([NH2:26])=[CH:24][C:23]=1[N:29]1[CH2:34][CH2:33][N:32]([CH3:35])[CH2:31][CH2:30]1>>[Br:21][C:22]1[CH:28]=[CH:27][C:25]([NH:26][C:18](=[O:19])[CH2:17][C:10]2[C:11]3[C:16](=[CH:15][CH:14]=[CH:13][CH:12]=3)[C:7]([C:4]3[CH:3]=[CH:2][N:1]=[CH:6][CH:5]=3)=[CH:8][CH:9]=2)=[CH:24][C:23]=1[N:29]1[CH2:30][CH2:31][N:32]([CH3:35])[CH2:33][CH2:34]1. Procedure details: The title compound was prepared from 4-(pyridin-4-yl)naphth-1-ylacetic acid (D2) and 4-bromo-3-(4-methylpiperazin-1-yl)aniline (Intermediate 44, EP 0533268A1) using a similar procedure to Example 20 (73%). Starting materials: O (Water), O (Water), [Na+].[Cl-] (NaCl), COC(C(C(=O)OC)C(CCCC)C(C1=CC=CC=C1)=O)=O (2-(1-benzoyl-pentyl)-malonic acid dimethyl ester). The solvent is CS(=O)C (DMSO). Run at temperature 150 celsius. Yields the product COC(CC(CCCC)C(C1=CC=CC=C1)=O)=O (3-Benzoyl-heptanoic acid methyl ester). Reaction SMILES: O.[Na+].[Cl-].[CH3:4][O:5][C:6](=[O:25])[CH:7]([CH:12]([C:17](=[O:24])[C:18]1[CH:23]=[CH:22][CH:21]=[CH:20][CH:19]=1)[CH2:13][CH2:14][CH2:15][CH3:16])C(OC)=O>CS(C)=O>[CH3:4][O:5][C:6](=[O:25])[CH2:7][CH:12]([C:17](=[O:24])[C:18]1[CH:19]=[CH:20][CH:21]=[CH:22][CH:23]=1)[CH2:13][CH2:14][CH2:15][CH3:16] |f:1.2|. Procedure details: Water (3 ml, 166 mmol) and NaCl (5.3 g, 90.2 mmol) are added to a solution of 2-(1-benzoyl-pentyl)-malonic acid dimethyl ester (25.0 g, 81.7 mmol) in DMSO (150 mL). The mixture is heated at 150° C. for 6 hours. Water (450 mL) is added and the mixture is extracted with EtOAc (4×150 mL). The combined extracts are washed with brine (300 mL), dried (Na2SO4), and evaporated, to provides 3-Benzoyl-heptanoic acid methyl ester as a light yellow oil. LC-MS (M+1) 249. This compound without further purific...